The task is: describe an organic reaction: reactants, conditions, products, and yield. This data is from the Open Reaction Database (ORD), a public repository of structured organic reaction records. The reactants are NC1=C(C=CC(=N1)SCCNC(OC(C)(C)C)=O)[N+](=O)[O-] (tert-Butyl {2-[(6-amino-5-nitropyridin-2-yl)thio]ethyl}carbamate), FC(C(=O)O)(F)F (trifluoroacetic acid). Run in ClCCl (dichloromethane). Product: FC(C(=O)O)(F)F.NCCSC1=CC=C(C(=N1)N)[N+](=O)[O-] (6-[(2-Aminoethyl)thio]-3-nitropyridine-2-amine trifluoroacetate), product. As a reaction SMILES: [NH2:1][C:2]1[N:7]=[C:6]([S:8][CH2:9][CH2:10][NH:11]C(=O)OC(C)(C)C)[CH:5]=[CH:4][C:3]=1[N+:19]([O-:21])=[O:20].[F:22][C:23]([F:28])([F:27])[C:24]([OH:26])=[O:25]>ClCCl>[F:22][C:23]([F:28])([F:27])[C:24]([OH:26])=[O:25].[NH2:11][CH2:10][CH2:9][S:8][C:6]1[N:7]=[C:2]([NH2:1])[C:3]([N+:19]([O-:21])=[O:20])=[CH:4][CH:5]=1 |f:3.4|. Procedure: 6-[(2-Aminoethyl)thio]-3-nitropyridine-2-amine trifluoroacetate (Example 46A) is prepared in analogy to Example 40A from tert-butyl {2-[(6-amino-5-nitropyridin-2-yl)thio]ethyl}carbamate (Example 43A) (380 mg, 1.2 mmol) and trifluoroacetic acid (1.9 ml, 24 mmol) in dichloromethane (20 ml). 400 mg of the product are obtained.